From a dataset of the Open Reaction Database (ORD), a public repository of structured organic reaction records. describe an organic reaction: reactants, conditions, products, and yield Reaction SMILES: [C:1]([C:3]1[CH:4]=[C:5]2[CH:11]=[C:10]([C:12]([OH:14])=O)[O:9][C:6]2=[N:7][CH:8]=1)#[N:2].[NH2:15][C:16]1[CH:30]=[CH:29][C:19]([O:20][CH2:21][C:22]([O:24][C:25]([CH3:28])([CH3:27])[CH3:26])=[O:23])=[CH:18][CH:17]=1.ON1C2C=CC=CC=2N=N1.Cl.CN(C)CCCN=C=NCC>CN(C)C=O.O>[C:1]([C:3]1[CH:4]=[C:5]2[CH:11]=[C:10]([C:12]([NH:15][C:16]3[CH:17]=[CH:18][C:19]([O:20][CH2:21][C:22]([O:24][C:25]([CH3:26])([CH3:28])[CH3:27])=[O:23])=[CH:29][CH:30]=3)=[O:14])[O:9][C:6]2=[N:7][CH:8]=1)#[N:2] |f:3.4|. Product: C(#N)C=1C=C2C(=NC1)OC(=C2)C(=O)NC2=CC=C(OCC(=O)OC(C)(C)C)C=C2 (t-Butyl 4-(5-cyanofuro[2,3-b]pyridine-2-carbonylamino)phenoxyacetate). Procedure: 5-Cyanofuro[2,3-b]pyridine-2-carboxylic acid (108 mg, 0.574 mmol) and t-butyl 4-aminophenoxyacetate (141 mg, 0.632 mmol) were dissolved in N,N-dimethylformamide (10 ml) and 1-hydroxy-1H-benzotriazole (85.3 mg, 0.632 mmol) and 1-(3-dimethylaminopropyl)-3-ethylcarbodiimide hydrochloride (121 mg, 0.632 mmol) were added. The mixture was stirred at room temperature for 14 hours. Water (100 ml) was poured into the reaction mixture and the mixture was extracted with ethyl acetate. The extract was washe... Conditions: time 14 hour. Solvent: CN(C=O)C (N,N-dimethylformamide), O (Water). Reactants: ON1N=NC2=C1C=CC=C2 (1-hydroxy-1H-benzotriazole), Cl.CN(CCCN=C=NCC)C (1-(3-dimethylaminopropyl)-3-ethylcarbodiimide hydrochloride), C(#N)C=1C=C2C(=NC1)OC(=C2)C(=O)O (5-Cyanofuro[2,3-b]pyridine-2-carboxylic acid), NC1=CC=C(OCC(=O)OC(C)(C)C)C=C1 (t-butyl 4-aminophenoxyacetate). Starting materials: C(C)(C)(C)C1=CC=C(C=C1)S(=O)(=O)Cl (4-t-butylbenzenesulfonyl chloride), NC1=C(C=C(C=C1)Cl)C(=O)C1=NNC=C1 ((2-Amino-5-chloro-phenyl)-(1H-pyrazol-3-yl)-methanone). The product is C(C)(C)(C)C1=CC=C(C=C1)S(=O)(=O)NC1=C(C=C(C=C1)Cl)C(=O)C1=NNC=C1 (4-tert-Butyl-N-[4-chloro-2-(1H-pyrazole-3-carbonyl)-phenyl]-benzenesulfonamide). Reaction SMILES: [C:1]([C:5]1[CH:10]=[CH:9][C:8]([S:11](Cl)(=[O:13])=[O:12])=[CH:7][CH:6]=1)([CH3:4])([CH3:3])[CH3:2].[NH2:15][C:16]1[CH:21]=[CH:20][C:19]([Cl:22])=[CH:18][C:17]=1[C:23]([C:25]1[CH:29]=[CH:28][NH:27][N:26]=1)=[O:24]>>[C:1]([C:5]1[CH:10]=[CH:9][C:8]([S:11]([NH:15][C:16]2[CH:21]=[CH:20][C:19]([Cl:22])=[CH:18][C:17]=2[C:23]([C:25]2[CH:29]=[CH:28][NH:27][N:26]=2)=[O:24])(=[O:13])=[O:12])=[CH:7][CH:6]=1)([CH3:4])([CH3:3])[CH3:2]. Reported procedure: The title compound was prepared by the reaction of 4-t-butylbenzenesulfonyl chloride with (2-Amino-5-chloro-phenyl)-(1H-pyrazol-3-yl)-methanone following the general procedure. MS: m/z 418.1 (M++1). Remove this example—same as [0676 below] The reactants are F[C@H]1CO[C@@H](CC[C@H]1NC(OC(C)(C)C)=O)C1=C(C=NN1C)[N+](=O)[O-] (tert-butyl ((3R,4R,7S)-3-fluoro-7-(1-methyl-4-nitro-1H-pyrazol-5-yl)oxepan-4-yl)carbamate), F[C@H]1CO[C@@H](CC[C@H]1NC(OC(C)(C)C)=O)C1=C(C=NN1C)[N+](=O)[O-] (tert-butyl ((3R,4R,7S)-3-fluoro-7-(1-methyl-4-nitro-1H-pyrazol-5-yl)oxepan-4-yl)carbamate), [Si](C)(C)(C(C)(C)C)OCCOC1=CC(=C(C(=C1)F)C1=C(C=CC(=N1)C(=O)O)F)F (6-(4-(2-((tert-butyldimethylsilyl)oxy)ethoxy)-2,6-difluorophenyl)-5-fluoropicolinic acid). Product: N[C@@H]1CC[C@H](OC[C@@H]1F)C1=C(C=NN1C)NC(C1=NC(=C(C=C1)F)C1=C(C=C(C=C1F)OCCO)F)=O (N-(5-((2S,5R,6R)-5-Amino-6-fluorooxepan-2-yl)-1-methyl-1H-pyrazol-4-yl)-6-(2,6-difluoro-4-(2-hydroxyethoxy)phenyl)-5-fluoropicolinamide). Yield: 62.0%. RXN SMILES: [F:1][C@@H:2]1[C@H:8]([NH:9]C(=O)OC(C)(C)C)[CH2:7][CH2:6][C@@H:5]([C:17]2[N:21]([CH3:22])[N:20]=[CH:19][C:18]=2[N+:23]([O-])=O)[O:4][CH2:3]1.[Si]([O:33][CH2:34][CH2:35][O:36][C:37]1[CH:42]=[C:41]([F:43])[C:40]([C:44]2[N:49]=[C:48]([C:50](O)=[O:51])[CH:47]=[CH:46][C:45]=2[F:53])=[C:39]([F:54])[CH:38]=1)(C(C)(C)C)(C)C>>[NH2:9][C@H:8]1[C@@H:2]([F:1])[CH2:3][O:4][C@H:5]([C:17]2[N:21]([CH3:22])[N:20]=[CH:19][C:18]=2[NH:23][C:50](=[O:51])[C:48]2[CH:47]=[CH:46][C:45]([F:53])=[C:44]([C:40]3[C:41]([F:43])=[CH:42][C:37]([O:36][CH2:35][CH2:34][OH:33])=[CH:38][C:39]=3[F:54])[N:49]=2)[CH2:6][CH2:7]1. Procedure details: Following the procedure for Example 111 starting from tert-butyl ((3R,4R,7S)-3-fluoro-7-(1-methyl-4-nitro-1H-pyrazol-5-yl)oxepan-4-yl)carbamate (Intermediate 24), and replacing 5-((tert-butoxycarbonyl)amino)-2-(2,6-difluorophenyl)thiazole-4-carboxylic acid with 6-(4-(2-((tert-butyldimethylsilyl)oxy)ethoxy)-2,6-difluorophenyl)-5-fluoropicolinic acid (see US2012/225062) gave 190 as a white solid (29 mg, 62%). 1H NMR (400 MHz, d6-DMSO) δ 10.59 (s, 1H), 8.40 (dd, J=8.6, 3.9 Hz, 1H), 8.27 (dd, J=8.6,... The reactants are ClC1=CC=C(C=C1)I (4-chloro iodobenzene), C(C#C)N (propargyl amine), C(C)(C)NC(C)C (diisopropyl amine). The reagents and catalysts are [Cu]I (CuI), Cl[Pd]([P](C1=CC=CC=C1)(C2=CC=CC=C2)C3=CC=CC=C3)([P](C4=CC=CC=C4)(C5=CC=CC=C5)C6=CC=CC=C6)Cl (Pd(PPh3)2Cl2). Run in CCOC(=O)C (EtOAc), C(Cl)Cl (CH2Cl2). Run at time 8 hour. The product is ClC1=CC=C(C=C1)C#CCN (3-(4-chloro-phenyl)-prop-2-ynylamine). Reaction SMILES: [Cl:1][C:2]1[CH:7]=[CH:6][C:5](I)=[CH:4][CH:3]=1.[CH2:9]([NH2:12])[C:10]#[CH:11].C(NC(C)C)(C)C>C(Cl)Cl.CCOC(C)=O.[Cu]I.Cl[Pd](Cl)([P](C1C=CC=CC=1)(C1C=CC=CC=1)C1C=CC=CC=1)[P](C1C=CC=CC=1)(C1C=CC=CC=1)C1C=CC=CC=1>[Cl:1][C:2]1[CH:7]=[CH:6][C:5]([C:11]#[C:10][CH2:9][NH2:12])=[CH:4][CH:3]=1 |^1:33,52|. Reported procedure: To a solution of 4-chloro iodobenzene (25 g) in 400 mL CH2Cl2 at room temperature was added propargyl amine (13.5 mL), diisopropyl amine (37 mL), CuI (4 g) and Pd(PPh3)2Cl2 (3.7 g). The mixture was stirred overnight at room temperature, diluted with 600 mL EtOAc and filtered through a CELITE pad to remove insoluble materials. The solution washed with water, brine, dried over MgSO4, concentrated and purified by chromatography to provide 14.1 g of 3-(4-chloro-phenyl)-prop-2-ynylamine. MS: m/e 166.... Reagents/catalysts: Cl (HCl). RXN SMILES: Cl[C:2]1[N:3]=[CH:4][C:5]2[N:11]([CH3:12])[C:10](=[O:13])[C:9]([F:16])([CH:14]=[CH2:15])[CH2:8][N:7]([CH:17]3[CH2:21][CH2:20][CH2:19][CH2:18]3)[C:6]=2[N:22]=1.[NH2:23][C:24]1[CH:32]=[CH:31][C:27]([C:28]([OH:30])=[O:29])=[CH:26][C:25]=1[O:33][CH3:34]>Cl.CC(O)C>[CH:17]1([N:7]2[CH2:8][C:9]([F:16])([CH:14]=[CH2:15])[C:10](=[O:13])[N:11]([CH3:12])[C:5]3[CH:4]=[N:3][C:2]([NH:23][C:24]4[CH:32]=[CH:31][C:27]([C:28]([OH:30])=[O:29])=[CH:26][C:25]=4[O:33][CH3:34])=[N:22][C:6]2=3)[CH2:21][CH2:20][CH2:19][CH2:18]1. Procedure: 2-Chloro-9-cyclopentyl-7-fluoro-5-methyl-7-vinyl-8,9-dihydro-5H-pyrimido[4,5-b][1,4]diazepin-6(7H)-one, 4-amino-3-methoxy benzoic acid (1.2 equivalent), i-PrOH and conc. HCl (30 drops) were heated to 95° C. for 18 hours. A this time the reaction was cooled to room temperature and filtered to reveal the product as a tan solid in good yield). 1H NMR (400 MHz, DMSO-d6) δ ppm 1.51-1.75 (m, 6H) 1.85 (m, 2H) 3.29 (s, 3H) 3.73-3.97 (m, 2H) 3.93 (s, 3H) 4.94 (m, 1H) 5.40-5.54 (m, 2H) 6.05 (m, 1H) 7.48-7... The reactants are ClC=1N=CC2=C(N(CC(C(N2C)=O)(C=C)F)C2CCCC2)N1 (2-Chloro-9-cyclopentyl-7-fluoro-5-methyl-7-vinyl-8,9-dihydro-5H-pyrimido[4,5-b][1,4]diazepin-6(7H)-one), NC1=C(C=C(C(=O)O)C=C1)OC (4-amino-3-methoxy benzoic acid). Run in CC(C)O (i-PrOH). Yields the product C1(CCCC1)N1C2=C(N(C(C(C1)(C=C)F)=O)C)C=NC(=N2)NC2=C(C=C(C(=O)O)C=C2)OC (4-(9-Cyclopentyl-7-fluoro-5-methyl-6-oxo-7-vinyl-6,7,8,9-tetrahydro-5H-pyrimido[4,5-b][1,4]diazepin-2-ylamino)-3-methoxybenzoic acid). As a reaction SMILES: [C:1]([CH3:2])([CH3:3])([CH3:4])[c:5]1[c:6]([OH:14])[cH:7][c:8]([N+:11](=[O:12])[O-:13])[cH:9][cH:10]1.[CH2:36]([N+:37]([CH2:38][CH2:39][CH2:40][CH3:41])([CH2:42][CH2:43][CH2:44][CH3:45])[CH2:46][CH2:47][CH2:48][CH3:49])[CH2:50][CH2:51][CH3:52].[CH3:21][C:22](=[O:23])[CH3:24].[Cl:25][CH2:26][CH2:27][N:28]1[CH2:29][CH2:30][CH2:31][CH2:32][CH2:33]1.[ClH:34].[I-:35].[K+:15].[K+:16].[O-:17][C:18]([O-:19])=[O:20].[OH2:53]>>[C:1]([CH3:2])([CH3:3])([CH3:4])[c:5]1[c:6]([O:14][CH2:26][CH2:27][N:28]2[CH2:29][CH2:30][CH2:31][CH2:32][CH2:33]2)[cH:7][c:8]([N+:11](=[O:12])[O-:13])[cH:9][cH:10]1. Yields the product CC(C)(C)c1ccc([N+](=O)[O-])cc1OCCN1CCCCC1. Reactants: CC(C)(C)c1ccc([N+](=O)[O-])cc1O, CCCC[N+](CCCC)(CCCC)CCCC, CC(C)=O, ClCCN1CCCCC1, Cl, [I-], [K+], [K+], O=C([O-])[O-], O.